From a dataset of the Open Reaction Database (ORD), a public repository of structured organic reaction records. describe an organic reaction: reactants, conditions, products, and yield The reactants are C=1C=CC2=C(C1)N=NN2O (HOBt), CCN=C=NCCCN(C)C.Cl (EDCI hydrochloride), CN1C(N(C(C=2C1=CSC2C)=O)C)=O (1,3,5-trimethylthieno[3,4-d]pyrimidine-2,4(1H,3H)-dione), FC(OC=1C=C(C=CC1)C=1N=C(SC1)N)(F)F (4-[3-(trifluoromethoxy)phenyl]-1,3-thiazol-2-amine). Reagents/catalysts: CN(C)C=1C=CN=CC1 (DMAP). Run in ClCCCl (1,2 dichloroethane). The product is CN1C(N(C(C2=C1SC=C2CC(=O)NC=2SC=C(N2)C2=CC(=CC=C2)OC(F)(F)F)=O)C)=O (2-(1,3-Dimethyl-2,4-dioxo-1,2,3,4-tetrahydrothieno[2,3-d]pyrimidin-5-yl)-N-{4-[3-(trifluoromethoxy)phenyl]-1,3-thiazol-2-yl}acetamide), product. As a reaction SMILES: [CH3:1][N:2]1[C:7]2=[CH:8][S:9][C:10](C)=[C:6]2[C:5](=[O:12])[N:4]([CH3:13])[C:3]1=[O:14].[F:15][C:16]([F:31])([F:30])[O:17][C:18]1[CH:19]=[C:20]([C:24]2[N:25]=[C:26]([NH2:29])[S:27][CH:28]=2)[CH:21]=[CH:22][CH:23]=1.CCN=C=NC[CH2:38][CH2:39]N(C)C.Cl.C1C=CC2N([OH:53])N=NC=2C=1>CN(C1C=CN=CC=1)C.ClCCCl>[CH3:1][N:2]1[C:10]2[S:9][CH:8]=[C:7]([CH2:38][C:39]([NH:29][C:26]3[S:27][CH:28]=[C:24]([C:20]4[CH:21]=[CH:22][CH:23]=[C:18]([O:17][C:16]([F:15])([F:30])[F:31])[CH:19]=4)[N:25]=3)=[O:53])[C:6]=2[C:5](=[O:12])[N:4]([CH3:13])[C:3]1=[O:14] |f:2.3|. Reported procedure: The title compound was prepared according to the general procedure (Method A) by coupling Intermediate 1 (150 mg, 0.590 mmol) with 4-[3-(trifluoromethoxy)phenyl]-1,3-thiazol-2-amine (155 mg, 0.590 mmol) in the presence of EDCI hydrochloride (135 mg, 0.708 mmol), HOBt (24 mg, 0.177 mmol) and DMAP (7.21 mg, 0.059 mmol) in 1,2 dichloroethane (6 ml) to give 40 mg of the product as a white solid; 1H NMR (300 MHz, DMSO-d6) δ 3.19 (s, 3H), 3.47 (s, 3H), 4.07 (s, 2H), 7.07 (s, 1H), 7.32 (d, J=7.8 Hz, 1H... The reactants are NC=1SC=C(N1)CC(=O)OCC (ethyl 2-amino-4-thiazolylacetate), C1(=CC=CC=C1)S(=O)(=O)C=1C=C(SC1)S(=O)(=O)Cl (4-benzenesulfonylthiophene-2-sulfonyl chloride). Yields the product C1(=CC=CC=C1)S(=O)(=O)C=1C=C(SC1)S(=O)(=O)NC=1SC=C(N1)CC(=O)OCC (Ethyl [2-({[4-(phenylsulfonyl)-2-thienyl]sulfonyl}amino)-1,3-thiazol-4-yl]acetate), solid. Reaction SMILES: [NH2:1][C:2]1[S:3][CH:4]=[C:5]([CH2:7][C:8]([O:10][CH2:11][CH3:12])=[O:9])[N:6]=1.[C:13]1([S:19]([C:22]2[CH:23]=[C:24]([S:27](Cl)(=[O:29])=[O:28])[S:25][CH:26]=2)(=[O:21])=[O:20])[CH:18]=[CH:17][CH:16]=[CH:15][CH:14]=1>>[C:13]1([S:19]([C:22]2[CH:23]=[C:24]([S:27]([NH:1][C:2]3[S:3][CH:4]=[C:5]([CH2:7][C:8]([O:10][CH2:11][CH3:12])=[O:9])[N:6]=3)(=[O:28])=[O:29])[S:25][CH:26]=2)(=[O:21])=[O:20])[CH:14]=[CH:15][CH:16]=[CH:17][CH:18]=1. Procedure details: The title compound was prepared from ethyl 2-amino-4-thiazolylacetate and 4-benzenesulfonylthiophene-2-sulfonyl chloride as described in the synthetic METHOD B to give a yellow solid (29.5 mg) with purity >90%. MS (pos) m/z 473.1.